This data is from the Open Reaction Database (ORD), a public repository of structured organic reaction records. The task is: describe an organic reaction: reactants, conditions, products, and yield Starting materials: [H-], NCCS, Nc1nc(Cl)nc2c1ncn2Cc1ccccc1, [Na+], CN(C)C=O. Product: NCCSc1nc(N)c2ncn(Cc3ccccc3)c2n1. Reaction SMILES: [H-:1].[NH2:3][CH2:4][CH2:5][SH:6].[NH2:7][c:8]1[c:9]2[n:10][cH:11][n:12]([CH2:18][c:19]3[cH:20][cH:21][cH:22][cH:23][cH:24]3)[c:13]2[n:14][c:15]([Cl:17])[n:16]1.[Na+:2].[O:25]=[CH:26][N:27]([CH3:28])[CH3:29]>>[NH2:3][CH2:4][CH2:5][S:6][c:15]1[n:14][c:13]2[c:9]([c:8]([NH2:7])[n:16]1)[n:10][cH:11][n:12]2[CH2:18][c:19]1[cH:20][cH:21][cH:22][cH:23][cH:24]1. The reactants are O (Water), O=CCC1CCN(CC1)C(=O)OC(C)(C)C (tert-butyl 4-(2-oxoethyl)piperidine-1-carboxylate), C[Mg]Br (methyl magnesium bromide). Run in C1CCOC1 (THF), C1(=CC=CC=C1)C.C1CCOC1 (toluene THF). Conditions: time 2 hour. Product: OC(CC1CCN(CC1)C(=O)OC(C)(C)C)C (tert-butyl 4-(2-hydroxypropyl)piperidine-1-carboxylate). Reaction SMILES: [O:1]=[CH:2][CH2:3][CH:4]1[CH2:9][CH2:8][N:7]([C:10]([O:12][C:13]([CH3:16])([CH3:15])[CH3:14])=[O:11])[CH2:6][CH2:5]1.[CH3:17][Mg]Br.O>C1COCC1.C1(C)C=CC=CC=1.C1COCC1>[OH:1][CH:2]([CH3:17])[CH2:3][CH:4]1[CH2:5][CH2:6][N:7]([C:10]([O:12][C:13]([CH3:16])([CH3:15])[CH3:14])=[O:11])[CH2:8][CH2:9]1 |f:4.5|. Procedure: To a solution of 250 mg of tert-butyl 4-(2-oxoethyl)piperidine-1-carboxylate in 5 mL of THF was added 1.2 mL of 1.4M methyl magnesium bromide in toluene-THF, followed by stirring at room temperature for 2 hours. Water was added to the reaction liquid, followed by extraction with ethyl acetate. The organic layer was washed with saturated brine, dried over anhydrous sodium sulfate, and then concentrated under reduced pressure. The residue was purified by silica gel column chromatography [chlorofor... The reactants are c1ccc2c(c1)CCNC2, ClC(Cl)Cl, O=C(Cl)c1ccccc1Cl. The product is O=C(c1ccccc1Cl)N1CCc2ccccc2C1. As a reaction SMILES: [CH2:11]1[NH:12][CH2:13][CH2:14][c:15]2[cH:16][cH:17][cH:18][cH:19][c:20]21.[CH:21]([Cl:22])([Cl:23])[Cl:24].[Cl:1][C:2](=[O:3])[c:4]1[cH:5][cH:6][cH:7][cH:8][c:9]1[Cl:10]>>[C:2](=[O:3])([c:4]1[cH:5][cH:6][cH:7][cH:8][c:9]1[Cl:10])[N:12]1[CH2:11][c:20]2[c:15]([cH:16][cH:17][cH:18][cH:19]2)[CH2:14][CH2:13]1. Reactants: C1(=CC=CC=C1)P(C1=CC=CC=C1)C1=CC=CC=C1 (triphenylphosphine), OC1=C(C(=O)O)C=C(C=C1)I (2-hydroxy-5-iodo-benzoic acid), C1(CC1)N (cyclopropylamine), C(Br)(Br)(Br)Br (carbon tetrabromide). Run in C(Cl)Cl (methylene chloride). Run at time 2 hour. The product is C1(CC1)NC(C1=C(C=CC(=C1)I)O)=O (N-cyclopropyl-2-hydroxy-5-iodo-benzamide). The yield is 18.1%. As a reaction SMILES: [OH:1][C:2]1[CH:10]=[CH:9][C:8]([I:11])=[CH:7][C:3]=1[C:4]([OH:6])=O.[CH:12]1([NH2:15])[CH2:14][CH2:13]1.C(Br)(Br)(Br)Br.C1(P(C2C=CC=CC=2)C2C=CC=CC=2)C=CC=CC=1>C(Cl)Cl>[CH:12]1([NH:15][C:4](=[O:6])[C:3]2[CH:7]=[C:8]([I:11])[CH:9]=[CH:10][C:2]=2[OH:1])[CH2:14][CH2:13]1. Procedure details: 13bh) A mixture of 2.64 g of 2-hydroxy-5-iodo-benzoic acid, 0.69 g of cyclopropylamine and 3.65 g of carbon tetrabromide in 40 ml of methylene chloride is treated portionwise at room temperature with 2.62 g of triphenylphosphine. After 2 hrs. the mixture is filtered and the filtrate is concentrated. Chromatography on silica gel with ethyl acetate/cyclohexane 1:4 gives 550 mg of crude N-cyclopropyl-2-hydroxy-5-iodo-benzamide. Yield: 18%. Reactants: [N+](=O)([O-])C1=CC=C(CBr)C=C1 (p-nitrobenzyl bromide), bromo, C([O-])([O-])=O.[K+].[K+] (potassium carbonate), CC(=O)C (acetone), CCOC(=O)CS (ethyl thioglycollate). The reagents and catalysts are [I-].[K+] (potassium iodide). Solvent: O (water), CCOCC (ether). The product is [N+](=O)([O-])C1=CC=C(CCC(=S)OCC)C=C1 (Ethyl 4-nitrobenzylthioacetate). Isolated yield 95.0%. Reaction SMILES: [N+:1]([C:4]1[CH:11]=[CH:10][C:7]([CH2:8]Br)=[CH:6][CH:5]=1)([O-:3])=[O:2].C[C:13]([CH3:15])=[O:14].CCO[C:19]([CH2:21][SH:22])=O.C(=O)([O-])[O-].[K+].[K+]>CCOCC.O.[I-].[K+]>[N+:1]([C:4]1[CH:11]=[CH:10][C:7]([CH2:8][CH2:19][C:21]([O:14][CH2:13][CH3:15])=[S:22])=[CH:6][CH:5]=1)([O-:3])=[O:2] |f:3.4.5,8.9|. Procedure: 43.2 g (0.2 mol) of p-nitrobenzyl bromide, 200 ml of acetone, 0.2 g of potassium iodide, 24 ml of ethyl thioglycollate (that is to say a slight excess) and 27.6 g (0.2 mol) of potassium carbonate are introduced successively into a 1 liter three-necked flask. The mixture is heated under reflux for about 4 hours until the complete disappearance of the bromo derivative; the acetone is evaporated, the oil obtained is taken up in ether and in water, the ether phase is washed with a dilute NaOH soluti... Starting materials: ClC=1C=C(C=2N(N1)C=CN2)C=2C=NC=CC2 (6-chloro-8-(pyridin-3-yl)imidazo[1,2-b]pyridazine), C(=O)[O-].[NH4+] (ammonium formate). Reagents/catalysts: [OH-].[OH-].[Pd+2] (palladium hydroxide on carbon). The solvent is CCO (EtOH). Conditions: temperature 50 celsius. Product: N1=CC(=CC=C1)C=1C=2N(N=CC1)C=CN2 (8-(Pyridin-3-yl)imidazo[1,2-b]pyridazine). Yield: 73.1%. As a reaction SMILES: Cl[C:2]1[CH:3]=[C:4]([C:11]2[CH:12]=[N:13][CH:14]=[CH:15][CH:16]=2)[C:5]2[N:6]([CH:8]=[CH:9][N:10]=2)[N:7]=1.C([O-])=O.[NH4+]>CCO.[OH-].[OH-].[Pd+2]>[N:13]1[CH:14]=[CH:15][CH:16]=[C:11]([C:4]2[C:5]3[N:6]([CH:8]=[CH:9][N:10]=3)[N:7]=[CH:2][CH:3]=2)[CH:12]=1 |f:1.2,4.5.6|. Procedure details: To a suspension of 6-chloro-8-(pyridin-3-yl)imidazo[1,2-b]pyridazine (160 mg, 0.69 mmol) in EtOH (15 mL) was added ammonium formate (175 mg, 2.77 mmol) and palladium hydroxide on carbon (50 mg, 0.07 mmol) (20% wet) under nitrogen. The reaction mixture was heated to 50° C. for 20 min and cooled to room temperature. The reaction mixture was passed through a pad of CELITE® and washed with MeOH. The filtrate was concentrated and the residue was purified by BIOTAGE® (20-60% EtOAc/CH2Cl2, 1.5 L) to gi... Starting materials: hydrochloride salt, O=C1OC2=C(N1)C(=C1C=CC=CC1=C2)C2CCNCC2 (4-(2-oxonaphth[2,3-d]oxazolinyl)-piperidine), BrCCCCN1S(C2=C(C1=O)C=CC=C2)(=O)=O (2-(4-bromobutyl)-1,1-dioxido-1,2-benzothiazol-3(2H)-one). Yields the product O=S1(N(C(C2=C1C=CC=C2)=O)CCCCN2CCC(CC2)C2=C1C=CC=CC1=CC1=C2NC(O1)=O)=O (1,1-Dioxido-2-(4-(4-(2-oxonaphth[2,3-d]oxazolinyl)-piperidin-1-yl)-butyl)-1,2-benzisothiazol-3(2H)-one). Reaction SMILES: [O:1]=[C:2]1[NH:6][C:5]2[C:7]([CH:15]3[CH2:20][CH2:19][NH:18][CH2:17][CH2:16]3)=[C:8]3[C:13](=[CH:14][C:4]=2[O:3]1)[CH:12]=[CH:11][CH:10]=[CH:9]3.Br[CH2:22][CH2:23][CH2:24][CH2:25][N:26]1[C:30](=[O:31])[C:29]2[CH:32]=[CH:33][CH:34]=[CH:35][C:28]=2[S:27]1(=[O:37])=[O:36]>>[O:36]=[S:27]1(=[O:37])[C:28]2[CH:35]=[CH:34][CH:33]=[CH:32][C:29]=2[C:30](=[O:31])[N:26]1[CH2:25][CH2:24][CH2:23][CH2:22][N:18]1[CH2:19][CH2:20][CH:15]([C:7]2[C:5]3[NH:6][C:2](=[O:1])[O:3][C:4]=3[CH:14]=[C:13]3[C:8]=2[CH:9]=[CH:10][CH:11]=[CH:12]3)[CH2:16][CH2:17]1. Reported procedure: From the hydrochloride salt of 4-(2-oxonaphth[2,3-d]oxazolinyl)-piperidine and 2-(4-bromobutyl)-1,1-dioxido-1,2-benzothiazol-3(2H)-one using the procedure described for Example 15, Step 5 there was obtained a white solid, HC1 salt: 1H NMR (400 MHz, CD3OD) 8.11 (td, J=6.5, 0.9 Hz, 2H), 8.02-7.94 (m, 2H), 7.89 (d, J=8.2 Hz, 2H), 7.68 (d, J=5.3 Hz, 2H), 7.50-7.42 (m, 2H), 4.58 (tt, J=12.3, 4.0 Hz, 1H), 3.90 (t, J=6.4 Hz, 2H), 3.72 (d, J=13.0 Hz, 2H), 3.22-3.15 (m, 4H), 2.80 (qd, J=12.8, 3.0 Hz, 2H)... The reactants are O (water), C(C(=C)C)(=O)OCCCC=C (4-pentenyl methacrylate), C1=CC(=CC(=C1)Cl)C(=O)OO (m-CPBA). Run in C(Cl)Cl (methylene dichloride), C(Cl)Cl (methylene dichloride). Run at time 5 hour. The product is C(C(=C)C)(=O)OCCCC1CO1 (4,5-Epoxypentyl Methacrylate). As a reaction SMILES: [C:1]([O:6][CH2:7][CH2:8][CH2:9][CH:10]=[CH2:11])(=[O:5])[C:2]([CH3:4])=[CH2:3].C1C=C(Cl)C=C(C(OO)=[O:20])C=1.O>C(Cl)Cl>[C:1]([O:6][CH2:7][CH2:8][CH2:9][CH:10]1[O:20][CH2:11]1)(=[O:5])[C:2]([CH3:4])=[CH2:3]. Reported procedure: A solution of 4-pentenyl methacrylate (9 g) in methylene dichloride (15 ml) was added to a solution of m-CPBA (18 g) in methylene dichloride (150 ml) and the reaction was allowed to proceed for 5 hr. The reaction mixture was then poured into water, the organic phase was separated and then washed several times with a dilute solution of potassium carbonate. The reaction product was washed with water and then dried with anhydrous magnesium sulfate. A pure product was isolated by column chromatograp... Starting materials: [OH-].[K+] (potassium hydroxide), C(C)N1N=CC=2C1=NC(=C(C2C=2C=NC=C(C2)C)C(=O)OCC)C2=CC=CC=C2 (ethyl 1-ethyl-4-(5-methyl-3-pyridyl)-6-phenyl-1H-pyrazolo[3,4-b]pyridine-5-carboxylate), [OH-].[K+] (potassium hydroxide). Solvent: CCO (EtOH), O (water), O (water). The product is C(C)N1N=CC=2C1=NC(=C(C2C=2C=NC=C(C2)C)C(=O)O)C2=CC=CC=C2 (1-ethyl-4-(5-methyl-3-pyridyl)-6-phenyl-1H-pyrazolo [3,4-b]pyridine-5-carboxylic acid). Isolated yield 70.5%. RXN SMILES: [CH2:1]([N:3]1[C:7]2=[N:8][C:9]([C:24]3[CH:29]=[CH:28][CH:27]=[CH:26][CH:25]=3)=[C:10]([C:19]([O:21]CC)=[O:20])[C:11]([C:12]3[CH:13]=[N:14][CH:15]=[C:16]([CH3:18])[CH:17]=3)=[C:6]2[CH:5]=[N:4]1)[CH3:2].[OH-].[K+]>CCO.O>[CH2:1]([N:3]1[C:7]2=[N:8][C:9]([C:24]3[CH:29]=[CH:28][CH:27]=[CH:26][CH:25]=3)=[C:10]([C:19]([OH:21])=[O:20])[C:11]([C:12]3[CH:13]=[N:14][CH:15]=[C:16]([CH3:18])[CH:17]=3)=[C:6]2[CH:5]=[N:4]1)[CH3:2] |f:1.2|. Procedure: To a stirred solution of ethyl 1-ethyl-4-(5-methyl-3-pyridyl)-6-phenyl-1H-pyrazolo[3,4-b]pyridine-5-carboxylate (257 mg) in a mixture of EtOH (2.5 ml) and water (2 ml) was added potassium hydroxide (1.32 g) and the mixture was refluxed for 12 hours. Another potassium hydroxide (439 mg) was added and the mixture was refluxed for 4.5 hours. After cooling, the reaction mixture was diluted with water and extracted with CHCl3. The aqueous layer was acidified to pH3-4 by adding HCl and extracted with ...